This data is from the Open Reaction Database (ORD), a public repository of structured organic reaction records. The task is: describe an organic reaction: reactants, conditions, products, and yield Reaction SMILES: O[C:2]1[CH:3]=[C:4]([N:8]([C:36]2[CH:41]=[CH:40][CH:39]=[C:38]([OH:42])[CH:37]=2)[C:9]2[CH:14]=[CH:13][C:12]([C:15]3[CH:20]=[CH:19][C:18]([N:21]([C:29]4[CH:34]=[CH:33][CH:32]=[C:31]([OH:35])[CH:30]=4)[C:22]4[CH:27]=[CH:26][CH:25]=[C:24](O)[CH:23]=4)=[CH:17][CH:16]=3)=[CH:11][CH:10]=2)[CH:5]=[CH:6][CH:7]=1.OC1C=C(N(C2C=CC=C(O)C=2)C2C=CC=C(C)C=2)C=CC=1.OC1C=C(N(C2C=CC=CC=2)C2C=CC(CC3C=CC(N(C4C=CC=CC=4)C4C=CC=C(O)C=4)=CC=3)=CC=2)C=CC=1.C1(N(C2C=CC=C(O)C=2)C2C=CC(C3C=CC(C4C=CC(N(C5C=CC=CC=5)C5C=CC=C(O)C=5)=CC=4)=CC=3)=CC=2)C=CC=CC=1.OC1C=C(N(C2C=CC3C4C(=CC(N(C5C=CC=C(O)C=5)C5C=CC=C(O)C=5)=CC=4)CC=3C=2)C2C=CC=C(O)C=2)C=CC=1.OC1C=C(N(C2C3C4=C5C(=CC=3)C=CC(N(C3C=CC=C(O)C=3)C3C=CC=C(O)C=3)=C5C=CC4=CC=2)C2C=CC=C(O)C=2)C=CC=1.OC1C=CC(N(C2C=CC(O)=CC=2)C2C=CC=C(C)C=2)=CC=1.OC1C=CC(N(C2C=CC=CC=2)C2C=CC(CC3C=CC(N(C4C=CC=CC=4)C4C=CC(O)=CC=4)=CC=3)=CC=2)=CC=1>>[C:4]1([N:8]([C:36]2[CH:41]=[CH:40][CH:39]=[C:38]([OH:42])[CH:37]=2)[C:9]2[CH:10]=[CH:11][C:12]([C:15]3[CH:16]=[CH:17][C:18]([N:21]([C:22]4[CH:27]=[CH:26][CH:25]=[CH:24][CH:23]=4)[C:29]4[CH:34]=[CH:33][CH:32]=[C:31]([OH:35])[CH:30]=4)=[CH:19][CH:20]=3)=[CH:13][CH:14]=2)[CH:5]=[CH:6][CH:7]=[CH:2][CH:3]=1. Product: C1(=CC=CC=C1)N(C1=CC=C(C=C1)C1=CC=C(C=C1)N(C1=CC(=CC=C1)O)C1=CC=CC=C1)C1=CC(=CC=C1)O (N,N'-diphenyl-N,N'-bis(3-hydroxyphenyl)-[1,1'-biphenyl]-4,4'-diamine). The reactants are OC=1C=C(C=CC1)N(C1=CC=C(C=C1)C1=CC=C(C=C1)N(C1=CC(=CC=C1)O)C1=CC(=CC=C1)O)C1=CC(=CC=C1)O (N,N,N',N',-tetra(3-hydroxyphenyl)-[1,1'-biphenyl]-4,4'-diamine), OC1=CC=C(C=C1)N(C1=CC(=CC=C1)C)C1=CC=C(C=C1)O (N,N-di(4-hydroxyphenyl)-m-toluidine), 9-ethyl-3.6-bis[N-phenyl-N-3(3-hydroxyphenyl)-amino]-carbazole, (2'-hydroxy-4-(1,1'-biphenyl)]-aniline, OC1=CC=C(C=C1)N(C1=CC=C(C=C1)CC1=CC=C(C=C1)N(C1=CC=C(C=C1)O)C1=CC=CC=C1)C1=CC=CC=C1 (Bis-(N-(4-hydroxyphenyl)-N-phenyl-4-aminophenyl)-methane), 1,4-bis[N-phenyl-N-(3-hydroxyphenyl)]-phenylenediamine, (4'-hydroxy-4-(1,1'-biphenyl)]-aniline, N,N'-diphenyl-N-N'-bis(4-hydroxy phenyl)[1,1'-biphenyl]-4,4'-diamine N,N,N',N',-tetra(4-hydroxyphenyl)-[1,1'-biphenyl]-4,4'-diamine, OC=1C=C(C=CC1)N(C1=CC(=CC=C1)O)C1=CC=C2C=CC3=C(C=CC4=CC=C1C2=C34)N(C3=CC(=CC=C3)O)C3=CC(=CC=C3)O (1,6-bis[N,N-di(3-hydroxyphenyl)-amino]-pyrene), OC=1C=C(C=CC1)N(C1=CC(=CC=C1)C)C1=CC(=CC=C1)O (N,N-di(3-hydroxyphenyl)-m-toluidine), C1(=CC=CC=C1)N(C1=CC=C(C=C1)C1=CC=C(C=C1)C1=CC=C(C=C1)N(C1=CC(=CC=C1)O)C1=CC=CC=C1)C1=CC(=CC=C1)O (N,N'-diphenyl-N,N'-bis(3-hydroxyphenyl)-[1,1':4', 1"-terphenyl]-4,4"-diamine), 1,1-bis[4-(N-o-hydroxyphenyl)-4-(N-phenyl)-aminophenyl]-cyclohexane, 1,1-bis-[4-(di-N,N-p-hydroxpyphenyl)-aminophenyl]-cyclohexane, OC=1C=C(C=CC1)N(C1=CC=C(C=C1)CC1=CC=C(C=C1)N(C1=CC(=CC=C1)O)C1=CC=CC=C1)C1=CC=CC=C1 (Bis-(N-(3-hydroxyphenyl)-N-phenyl-4-aminophenyl)-methane), OC=1C=C(C=CC1)N(C1=CC(=CC=C1)O)C1=CC=2CC3=CC(=CC=C3C2C=C1)N(C1=CC(=CC=C1)O)C1=CC(=CC=C1)O (2,7-bis[N,N-di(3-hydroxyphenyl)-amino]-fluorene). Reported procedure: N,N,N',N',-tetra(3-hydroxyphenyl)-[1,1'-biphenyl]-4,4'-diamine; N,N-di(3-hydroxyphenyl)-m-toluidine; 1,1-bis-[4-(di-N,N-m-hydroxpyphenyl)-aminophenyl]-cyclohexane; 1,1-bis[4-(N-m-hydroxyphenyl)-4-(N-phenyl)-aminophenyl]-cyclohexane; Bis-(N-(3-hydroxyphenyl)-N-phenyl-4-aminophenyl)-methane; Bis[(N-(3-hydroxyphenyl)-N-phenyl)-4-aminophenyl]-isopropylidene; N,N'-diphenyl-N,N'-bis(3-hydroxyphenyl)-[1,1':4', 1"-terphenyl]-4,4"-diamine; 9-ethyl-3.6-bis[N-phenyl-N-3(3-hydroxyphenyl)-amino]-carbazole; 2... Reactants: CNC, Cl, O=C(O)c1cc2nc(-c3cccc4[nH]ncc34)nc(N3CCOCC3)c2s1. Product: CN(C)C(=O)c1cc2nc(-c3cccc4[nH]ncc34)nc(N3CCOCC3)c2s1. Reaction SMILES: [CH3:28][NH:29][CH3:30].[ClH:31].[nH:1]1[n:2][cH:3][c:4]2[c:5](-[c:10]3[n:11][c:12]([N:22]4[CH2:23][CH2:24][O:25][CH2:26][CH2:27]4)[c:13]4[c:14]([n:15]3)[cH:16][c:17]([C:19](=[O:20])[OH:21])[s:18]4)[cH:6][cH:7][cH:8][c:9]12>>[nH:1]1[n:2][cH:3][c:4]2[c:5](-[c:10]3[n:11][c:12]([N:22]4[CH2:23][CH2:24][O:25][CH2:26][CH2:27]4)[c:13]4[c:14]([n:15]3)[cH:16][c:17]([C:19](=[O:20])[N:29]([CH3:28])[CH3:30])[s:18]4)[cH:6][cH:7][cH:8][c:9]12. Reactants: BrC1=C(C2=C(NCCN2CC2=C(C(=CC=C2F)F)Cl)N=C1)C (7-bromo-1-(2-chloro-3,6-difluorobenzyl)-8-methyl-1,2,3,4-tetrahydropyrido[2,3-b]pyrazine), O1CCN(CC1)C=1C=C(C=CC1)B1OC(C)(C)C(C)(C)O1 (3-morpholinophenylboronic acid pinacol ester), C(=O)([O-])[O-].[K+].[K+] (K2CO3). The reagents and catalysts are Cl[Pd]([P](C1=CC=CC=C1)(C2=CC=CC=C2)C3=CC=CC=C3)([P](C4=CC=CC=C4)(C5=CC=CC=C5)C6=CC=CC=C6)Cl (PdCl2(PPh3)2). Run in CN(C)C=O.O (DMF H2O). The product is ClC1=C(CN2C3=C(NCC2)N=CC(=C3C)C3=CC(=CC=C3)N3CCOCC3)C(=CC=C1F)F (1-(2-chloro-3,6-difluorobenzyl)-8-methyl-7-[3-(morpholin-4-yl)phenyl]-1,2,3,4-tetrahydropyrido[2,3-b]pyrazine). Isolated yield 39.4%. Reaction SMILES: Br[C:2]1[CH:21]=[N:20][C:5]2[NH:6][CH2:7][CH2:8][N:9]([CH2:10][C:11]3[C:16]([F:17])=[CH:15][CH:14]=[C:13]([F:18])[C:12]=3[Cl:19])[C:4]=2[C:3]=1[CH3:22].[O:23]1[CH2:28][CH2:27][N:26]([C:29]2[CH:30]=[C:31](B3OC(C)(C)C(C)(C)O3)[CH:32]=[CH:33][CH:34]=2)[CH2:25][CH2:24]1.C([O-])([O-])=O.[K+].[K+]>CN(C=O)C.O.Cl[Pd](Cl)([P](C1C=CC=CC=1)(C1C=CC=CC=1)C1C=CC=CC=1)[P](C1C=CC=CC=1)(C1C=CC=CC=1)C1C=CC=CC=1>[Cl:19][C:12]1[C:13]([F:18])=[CH:14][CH:15]=[C:16]([F:17])[C:11]=1[CH2:10][N:9]1[CH2:8][CH2:7][NH:6][C:5]2[N:20]=[CH:21][C:2]([C:33]3[CH:32]=[CH:31][CH:30]=[C:29]([N:26]4[CH2:25][CH2:24][O:23][CH2:28][CH2:27]4)[CH:34]=3)=[C:3]([CH3:22])[C:4]1=2 |f:2.3.4,5.6,^1:58,77|. Reported procedure: To a solution of 7-bromo-1-(2-chloro-3,6-difluorobenzyl)-8-methyl-1,2,3,4-tetrahydropyrido[2,3-b]pyrazine (0.048 g, 0.124 mmol) and 3-morpholinophenylboronic acid pinacol ester (0.035 g, 0.124 mmol) in DMF-H2O (9:1, 2 mL) was added PdCl2(PPh3)2 (0.0087 g, 0.0124 mmol) and K2CO3 (0.043 mg, 0.31 mmol). The resulting solution was subjected to microwave irradiation at 125° C. for 20 min. The solvent was filtered using a PTFE frit and then directly purified by prep HPLC using a gradient mixture of AC... Starting materials: ClCC1=CC(=NC=C1C)NC=1SC(=CN1)C#N (2-(4-Chloromethyl-5-methyl-pyridin-2-ylamino)-thiazole-5-carbonitrile), [Cl-].CNC(=O)N1CC[NH2+]CC1 (4-methylcarbamoyl-piperazin-1-ium chloride), C(C)(C)N(CC)C(C)C (Diisopropylethyl amine). Run in CS(=O)C (DMSO). Reaction conditions: time 3.5 hour. Product: CNC(=O)N1CCN(CC1)CC1=CC(=NC=C1C)NC=1SC(=CN1)C#N (4-[2-(5-Cyano-thiazol-2-ylamino)-5-methyl-pyridin-4-ylmethyl]-piperazine-1-carboxylic acid methylamide). As a reaction SMILES: Cl[CH2:2][C:3]1[C:8]([CH3:9])=[CH:7][N:6]=[C:5]([NH:10][C:11]2[S:12][C:13]([C:16]#[N:17])=[CH:14][N:15]=2)[CH:4]=1.[Cl-].[CH3:19][NH:20][C:21]([N:23]1[CH2:28][CH2:27][NH2+:26][CH2:25][CH2:24]1)=[O:22].C(N(C(C)C)CC)(C)C>CS(C)=O>[CH3:19][NH:20][C:21]([N:23]1[CH2:28][CH2:27][N:26]([CH2:2][C:3]2[C:8]([CH3:9])=[CH:7][N:6]=[C:5]([NH:10][C:11]3[S:12][C:13]([C:16]#[N:17])=[CH:14][N:15]=3)[CH:4]=2)[CH2:25][CH2:24]1)=[O:22] |f:1.2|. Reported procedure: 2-(4-Chloromethyl-5-methyl-pyridin-2-ylamino)-thiazole-5-carbonitrile (9-9, 0.204 g, 0.771 mmol) and 4-methylcarbamoyl-piperazin-1-ium chloride (4-3, 0.277 g, 1.54 mmol) were dissolved in 2 mL DMSO. Diisopropylethyl amine (0.537 mL, 3.08 mmol) was added and the reaction was stirred for 3.5 hours. The reaction mixture was then directly loaded onto a reverse phase purification system to afford the titled compound, 9-10, as the TFA salt. 1H NMR (CD3OD) δ 8.35 (s, 1H), 8.02 (s, 1H), 7.16 (s, 1H), 4....